From a dataset of the Open Reaction Database (ORD), a public repository of structured organic reaction records. describe an organic reaction: reactants, conditions, products, and yield The reactants are [OH-].[Na+] (sodium hydroxide), N1C(CCCC1)CCO (2-piperidine-ethanol), C(CCC)Br (butyl bromide). The solvent is C(C)O (ethanol). Yields the product C(CCC)N1C(CCCC1)CCO (N-butyl-2-piperidine-ethanol). Yield: 5.9%. Reaction SMILES: [OH-].[Na+].[NH:3]1[CH2:8][CH2:7][CH2:6][CH2:5][CH:4]1[CH2:9][CH2:10][OH:11].[CH2:12](Br)[CH2:13][CH2:14][CH3:15]>C(O)C>[CH2:12]([N:3]1[CH2:8][CH2:7][CH2:6][CH2:5][CH:4]1[CH2:9][CH2:10][OH:11])[CH2:13][CH2:14][CH3:15] |f:0.1|. Procedure: A! A solution of 1N sodium hydroxide (156 ml, 0.156 mole) was added to a mixture of 2-piperidine-ethanol (20 ml, 0.156 mole) and butyl bromide (21 ml, 0.187 mole) in ethanol (200 ml). The reaction mixture was refluxed for 4 hours, then the solvent was evaporated under vacuum. The aqueous solution was acidified with HCl and washed with ethyl ether, then it was treated with a 32% solution of sodium hydroxide until pH-12 and extracted with ethyl ether. The combined organic phases were anhydrified o... Reactants: CO, Cl, COC(=O)c1cc(C2CCCN2c2cc(F)cc(F)c2)c2oc(N3CCOCC3)cc(=O)c2c1, [Na+], [OH-]. Yields the product O=C(O)c1cc(C2CCCN2c2cc(F)cc(F)c2)c2oc(N3CCOCC3)cc(=O)c2c1. As a reaction SMILES: [CH3:38][OH:39].[ClH:37].[F:3][c:4]1[cH:5][c:6]([N:11]2[CH:12]([c:16]3[cH:17][c:18]([C:33](=[O:34])[O:35][CH3:36])[cH:19][c:20]4[c:21](=[O:32])[cH:22][c:23]([N:26]5[CH2:27][CH2:28][O:29][CH2:30][CH2:31]5)[o:24][c:25]34)[CH2:13][CH2:14][CH2:15]2)[cH:7][c:8]([F:10])[cH:9]1.[Na+:2].[OH-:1]>>[F:3][c:4]1[cH:5][c:6]([N:11]2[CH:12]([c:16]3[cH:17][c:18]([C:33](=[O:34])[OH:35])[cH:19][c:20]4[c:21](=[O:32])[cH:22][c:23]([N:26]5[CH2:27][CH2:28][O:29][CH2:30][CH2:31]5)[o:24][c:25]34)[CH2:13][CH2:14][CH2:15]2)[cH:7][c:8]([F:10])[cH:9]1. Reactants: C(C)OC(=O)N1CCC(CC1)N1C(CN=C(C2=C1C=CC=C2)C2=CC=CC=C2)=O (1-(1-ethoxycarbonyl-4-piperidinyl)-1,3-dihydro-5-phenyl-2H-1,4-benzodiazepin-2-one), S1CCCC1 (tetrahydrothiophene), CS(=O)(=O)O (methanesulfonic acid), ice water, C([O-])([O-])=O.[K+].[K+] (potassium carbonate). The solvent is CCOCC (ether). Reaction conditions: temperature 110 celsius. Yields the product C1(=CC=CC=C1)C1=NCC(N(C2=C1C=CC=C2)C2CCNCC2)=O (1,3-dihydro-5-phenyl-1-(4-piperidinyl)-2H-1,4-benzodiazepin-2-one). The yield is 106.1%. As a reaction SMILES: C(OC([N:6]1[CH2:11][CH2:10][CH:9]([N:12]2[C:18]3[CH:19]=[CH:20][CH:21]=[CH:22][C:17]=3[C:16]([C:23]3[CH:28]=[CH:27][CH:26]=[CH:25][CH:24]=3)=[N:15][CH2:14][C:13]2=[O:29])[CH2:8][CH2:7]1)=O)C.S1CCCC1.CS(O)(=O)=O.C(=O)([O-])[O-].[K+].[K+]>CCOCC>[C:23]1([C:16]2[C:17]3[CH:22]=[CH:21][CH:20]=[CH:19][C:18]=3[N:12]([CH:9]3[CH2:8][CH2:7][NH:6][CH2:11][CH2:10]3)[C:13](=[O:29])[CH2:14][N:15]=2)[CH:24]=[CH:25][CH:26]=[CH:27][CH:28]=1 |f:3.4.5|. Procedure details: To a solution of 1 g (2.6 mmol) of 12 in 1.1 ml (2.6×5 mmol) of tetrahydrothiophene is added 2 ml of methanesulfonic acid, and the mixture is heated at 110° C. (bath temperature) for 50 minutes. The reaction mixture is poured into ice water and shaken with ether. The aqueous layer is besified with aqueous potassium carbonate and extracted with methylene chloride. The methylene chloride layer is concentrated, and the residue is dissolved in 1 ml of methanol and mixed with 0.27 ml of 48% hydrobrom... Reactants: COC=1C2=C(C=C(C(=O)OC)C1)OCO2 (methyl 5-methoxy-3,4-methylenedioxybenzoate), BrBr (bromine), ice water. Solvent: C(C)(=O)O (acetic acid). Run at time 10 hour. Yields the product BrC1=C(C(=O)OC)C=C(C2=C1OCO2)OC (methyl 2-bromo-5-methoxy-3,4-methylenedioxybenzoate). The yield is 51.0%. RXN SMILES: [CH3:1][O:2][C:3]1[C:4]2[O:15][CH2:14][O:13][C:5]=2[CH:6]=[C:7]([CH:12]=1)[C:8]([O:10][CH3:11])=[O:9].[Br:16]Br>C(O)(=O)C>[Br:16][C:6]1[C:5]2[O:13][CH2:14][O:15][C:4]=2[C:3]([O:2][CH3:1])=[CH:12][C:7]=1[C:8]([O:10][CH3:11])=[O:9]. Procedure: In 35 ml of acetic acid was dissolved 10.5 g of methyl 5-methoxy-3,4-methylenedioxybenzoate, and a solution of bromine (formed by diluting 8 g of bromine with 25 ml of acetic acid) was dropped into the solution over a period of 1 hour. The mixture was stirred at room temperature for 10 hours and the reaction liquid was poured into ice water, and the formed precipitate was recovered by filtration and recrystallized from ethanol to obtain methyl 2-bromo-5-methoxy-3,4-methylenedioxybenzoate (the yi...